This data is from the Open Reaction Database (ORD), a public repository of structured organic reaction records. The task is: describe an organic reaction: reactants, conditions, products, and yield Reactants: [BH3-]C#N, CCOC(=O)CN, CO, Cl, [Na+], O=C1CCCC1. Yields the product CCOC(=O)CNC1CCCC1, Cl. As a reaction SMILES: [C:15]([BH3-:16])#[N:17].[CH2:8]([CH3:9])[O:10][C:11]([CH2:12][NH2:13])=[O:14].[CH3:19][OH:20].[ClH:7].[Na+:18].[O:1]=[C:2]1[CH2:3][CH2:4][CH2:5][CH2:6]1>>[CH:2]1([NH:13][CH2:12][C:11]([O:10][CH2:8][CH3:9])=[O:14])[CH2:3][CH2:4][CH2:5][CH2:6]1.[ClH:7]. Reactants: COC(C(CCC[Si](CCCCCCCCCC)(C)C)C(=O)OC)=O (Methyl-2-methoxycarbonyl-6,6-dimethyl-6-sila-n-hexadecanoate), [OH-].[K+] (potassium hydroxide). Solvent: CO (methanol), CO (methanol). The product is C[Si](CCCCC(=O)O)(CCCCCCCCCC)C (6,6-dimethyl-6-sila-n-hexadecanoic acid). RXN SMILES: C[O:2][C:3](=[O:25])[CH:4](C(OC)=O)[CH2:5][CH2:6][CH2:7][Si:8]([CH3:20])([CH3:19])[CH2:9][CH2:10][CH2:11][CH2:12][CH2:13][CH2:14][CH2:15][CH2:16][CH2:17][CH3:18].[OH-].[K+]>CO>[CH3:20][Si:8]([CH3:19])([CH2:9][CH2:10][CH2:11][CH2:12][CH2:13][CH2:14][CH2:15][CH2:16][CH2:17][CH3:18])[CH2:7][CH2:6][CH2:5][CH2:4][C:3]([OH:25])=[O:2] |f:1.2|. Reported procedure: A mixture of 6.7 g (18 mmole) of methyl-2-methoxycarbonyl-6,6-dimethyl-6-sila-n-hexadecanoate (from step C) in 50 ml of methanol and 3.0 g (about 48 mmole) of potassium hydroxide (powder) in 50 ml of methanol is refluxed for 45 min. The resulting mixture is then concentrated to a solid. Dilute hydrochloric acid (2N) is then added to the solid (in excess, to acid pH) and the mixture extracted with methylene chloride. The extract is dried, then concentrated to a residue. The residue is heated to 1... Starting materials: ClC1=C(C=C(CCNC(OCC)=O)C=C1)OC (Ethyl 4-chloro-3-methoxyphenethylcarbamate), O=P12OP3(=O)OP(=O)(O1)OP(=O)(O2)O3 (P2O5). Solvent: O=P(Cl)(Cl)Cl (POCl3). Conditions: temperature 110 celsius, time 1 hour. Yields the product ClC1=C(C=C2CCNC(C2=C1)=O)OC (7-chloro-6-methoxy-3,4-dihydroisoquinolin-1(2H)-one). Yield: 55.4%. RXN SMILES: [Cl:1][C:2]1[CH:15]=[CH:14][C:5]([CH2:6][CH2:7][NH:8][C:9](=O)[O:10]CC)=[CH:4][C:3]=1[O:16][CH3:17].O=P12OP3(OP(OP(O3)(O1)=O)(=O)O2)=O>O=P(Cl)(Cl)Cl>[Cl:1][C:2]1[CH:15]=[C:14]2[C:5]([CH2:6][CH2:7][NH:8][C:9]2=[O:10])=[CH:4][C:3]=1[O:16][CH3:17]. Reported procedure: Ethyl 4-chloro-3-methoxyphenethylcarbamate (I-86c: 500 mg, 1.7063 mmol) in POCl3 (10 mL) was reacted with P2O5 (484 mg, 3.41 mmol). The resulting mixture was stirred at 110° C. for 1 hour to afford the crude product. Purification by column chromatography on silica gel (2% methanol in CHCl3) afforded 200 mg of the product (55.5% yield). Reactants: C=CCN(C(=O)OCc1ccc([N+](=O)[O-])cc1)C1CCN(CC2CC(NC(=O)OC(C)(C)C)CC2c2ccccc2)CC1, O=S(=O)(Cl)c1ccccc1. Product: C=CCN(C(=O)OCc1ccc([N+](=O)[O-])cc1)C1CCN(CC2CC(NS(=O)(=O)c3ccccc3)CC2c2ccccc2)CC1. RXN SMILES: [C:1]([O:2][C:3](=[O:4])[NH:8][CH:9]1[CH2:10][CH:11]([CH2:20][N:21]2[CH2:22][CH2:23][CH:24]([N:27]([CH2:28][CH:29]=[CH2:30])[C:31](=[O:32])[O:33][CH2:34][c:35]3[cH:36][cH:37][c:38]([N+:41](=[O:42])[O-:43])[cH:39][cH:40]3)[CH2:25][CH2:26]2)[CH:12]([c:14]2[cH:15][cH:16][cH:17][cH:18][cH:19]2)[CH2:13]1)([CH3:5])([CH3:6])[CH3:7].[c:44]1([S:50](=[O:51])(=[O:52])[Cl:53])[cH:45][cH:46][cH:47][cH:48][cH:49]1>>[NH:8]([CH:9]1[CH2:10][CH:11]([CH2:20][N:21]2[CH2:22][CH2:23][CH:24]([N:27]([CH2:28][CH:29]=[CH2:30])[C:31](=[O:32])[O:33][CH2:34][c:35]3[cH:36][cH:37][c:38]([N+:41](=[O:42])[O-:43])[cH:39][cH:40]3)[CH2:25][CH2:26]2)[CH:12]([c:14]2[cH:15][cH:16][cH:17][cH:18][cH:19]2)[CH2:13]1)[S:50]([c:44]1[cH:45][cH:46][cH:47][cH:48][cH:49]1)(=[O:51])=[O:52]. The reactants are O=C1CCC(=O)N1Br, ClCCl, Cl, Cc1cc2ccnc(N3CCc4ccccc4C3)c2n1Cc1cccc(F)c1. Yields the product Cc1c(Br)c2ccnc(N3CCc4ccccc4C3)c2n1Cc1cccc(F)c1, Cl. Reaction SMILES: [Br:1][N:2]1[C:3](=[O:4])[CH2:5][CH2:6][C:7]1=[O:8].[Cl:38][CH2:39][Cl:40].[ClH:9].[F:10][c:11]1[cH:12][c:13]([CH2:14][n:15]2[c:16]([CH3:34])[cH:17][c:18]3[c:19]2[c:20]([N:24]2[CH2:25][c:26]4[cH:27][cH:28][cH:29][cH:30][c:31]4[CH2:32][CH2:33]2)[n:21][cH:22][cH:23]3)[cH:35][cH:36][cH:37]1>>[Br:1][c:17]1[c:16]([CH3:34])[n:15]([CH2:14][c:13]2[cH:12][c:11]([F:10])[cH:37][cH:36][cH:35]2)[c:19]2[c:18]1[cH:23][cH:22][n:21][c:20]2[N:24]1[CH2:25][c:26]2[cH:27][cH:28][cH:29][cH:30][c:31]2[CH2:32][CH2:33]1.[ClH:9].